Dataset: the Open Reaction Database (ORD), a public repository of structured organic reaction records. Task: describe an organic reaction: reactants, conditions, products, and yield Reaction SMILES: [CH2:11]([Li:12])[CH2:13][CH2:14][CH3:15].[CH2:35]1[O:36][CH2:37][CH2:38][CH2:39]1.[CH3:1][C:2]1([CH3:3])[CH2:4][CH2:5][CH2:6][C:7]([CH3:8])([CH3:9])[NH:10]1.[CH3:30][N:31]([CH:32]=[O:33])[CH3:34].[c:16]1([O:22][c:23]2[c:24]([F:29])[cH:25][cH:26][cH:27][cH:28]2)[cH:17][cH:18][cH:19][cH:20][cH:21]1>>[c:16]1([O:22][c:23]2[c:24]([F:29])[c:25]([CH:32]=[O:33])[cH:26][cH:27][cH:28]2)[cH:17][cH:18][cH:19][cH:20][cH:21]1. Product: O=Cc1cccc(Oc2ccccc2)c1F. Reactants: [Li]CCCC, C1CCOC1, CC1(C)CCCC(C)(C)N1, CN(C)C=O, Fc1ccccc1Oc1ccccc1. The reactants are C(C=C)OC(C1=C(C(=CC(=C1C)OC)O[Si](C(C(C)C)(C)C)(C)C)CSC[C@@H](C1=NC(=NO1)C)N)=O ((R)-2-[2-amino-2-(3-methyl-1,2,4-oxadiazol-5-yl )-ethylsulfanylmethyl]-3-[dimethyl-(1,1,2-trimethylpropyl)-silanyloxy]-5-methoxy-6-methylbenzoic acid allyl ester), C(C1=CC=CC=C1)(C1=CC=CC=C1)(C1=CC=CC=C1)OCC(=O)O (trityloxy-acetic acid), Cl.CN(C)CCCN=C=NCC (N-(dimethylamino-propyl)-N'-ethyl-carbodiimide hydrochloride). The solvent is C(C)(=O)OCC (ethyl acetate), C(C)#N (acetonitrile). Reaction conditions: temperature 0 celsius, time 4 hour. Yields the product C(C=C)OC(C1=C(C(=CC(=C1C)OC)O[Si](C(C(C)C)(C)C)(C)C)CSC[C@H](NC(COC(C1=CC=CC=C1)(C1=CC=CC=C1)C1=CC=CC=C1)=O)C1=NC(=NO1)C)=O ((R)-3-[dimethyl-(1,1,2-trimethyl-propyl)silanyloxy]-5-methoxy-6-methyl-2-[2-(3-methyl-1,2,4-oxadiazol-5-yl)-2-(2-trityloxy-acetylamino]-ethylsulfanylmethyl]-benzoic acid allyl ester). Isolated yield 85.0%. As a reaction SMILES: [CH2:1]([O:4][C:5](=[O:36])[C:6]1[C:11]([CH3:12])=[C:10]([O:13][CH3:14])[CH:9]=[C:8]([O:15][Si:16]([CH3:24])([CH3:23])[C:17]([CH3:22])([CH3:21])[CH:18]([CH3:20])[CH3:19])[C:7]=1[CH2:25][S:26][CH2:27][C@H:28]([NH2:35])[C:29]1[O:33][N:32]=[C:31]([CH3:34])[N:30]=1)[CH:2]=[CH2:3].[C:37]([O:56][CH2:57][C:58](O)=[O:59])([C:50]1[CH:55]=[CH:54][CH:53]=[CH:52][CH:51]=1)([C:44]1[CH:49]=[CH:48][CH:47]=[CH:46][CH:45]=1)[C:38]1[CH:43]=[CH:42][CH:41]=[CH:40][CH:39]=1.Cl.CN(CCCN=C=NCC)C>C(#N)C.C(OCC)(=O)C>[CH2:1]([O:4][C:5](=[O:36])[C:6]1[C:11]([CH3:12])=[C:10]([O:13][CH3:14])[CH:9]=[C:8]([O:15][Si:16]([CH3:24])([CH3:23])[C:17]([CH3:21])([CH3:22])[CH:18]([CH3:19])[CH3:20])[C:7]=1[CH2:25][S:26][CH2:27][C@@H:28]([C:29]1[O:33][N:32]=[C:31]([CH3:34])[N:30]=1)[NH:35][C:58](=[O:59])[CH2:57][O:56][C:37]([C:38]1[CH:43]=[CH:42][CH:41]=[CH:40][CH:39]=1)([C:44]1[CH:45]=[CH:46][CH:47]=[CH:48][CH:49]=1)[C:50]1[CH:55]=[CH:54][CH:53]=[CH:52][CH:51]=1)[CH:2]=[CH2:3] |f:2.3|. Procedure: To a suspension of 1.07 g of (R)-2-[2-amino-2-(3-methyl-1,2,4-oxadiazol-5-yl )-ethylsulfanylmethyl]-3-[dimethyl-(1,1,2-trimethylpropyl)-silanyloxy]-5-methoxy-6-methylbenzoic acid allyl ester and 0.96 g of trityloxy-acetic acid in 15 ml of acetonitrile, cooled to 0° C., were added 0.58 g of N-(dimethylamino-propyl)-N'-ethyl-carbodiimide hydrochloride. The mixture was stirred at 0° C. for 4 h, then diluted with 30 ml of ethyl acetate, and washed successively with 0.5N hydrochloric acid, water, 5% ... Starting materials: COC=1C=C(C=CC1)CC(=O)O (3-methoxyphenylacetic acid), NC(C(=O)OCC(C)C)CC (iso-butyl 2-aminobutyrate). The product is C(C(C)C)OC(C(CC)NC(CC1=CC(=CC=C1)OC)=O)=O (2-[(3-methoxyphenyl)acetamido]butyric acid iso-butyl ester). As a reaction SMILES: [CH3:1][O:2][C:3]1[CH:4]=[C:5]([CH2:9][C:10]([OH:12])=O)[CH:6]=[CH:7][CH:8]=1.[NH2:13][CH:14]([CH2:22][CH3:23])[C:15]([O:17][CH2:18][CH:19]([CH3:21])[CH3:20])=[O:16]>>[CH2:18]([O:17][C:15](=[O:16])[CH:14]([NH:13][C:10](=[O:12])[CH2:9][C:5]1[CH:6]=[CH:7][CH:8]=[C:3]([O:2][CH3:1])[CH:4]=1)[CH2:22][CH3:23])[CH:19]([CH3:20])[CH3:21]. Procedure details: Following General Procedure BI above and using 3-methoxyphenylacetic acid (Aldrich) and iso-butyl 2-aminobutyrate (prepared following General Procedure BJ above), the title compound was prepared. The reaction was monitored by tlc on silica gel and purification was by filtration as described in the general procedure. The reactants are NC1=C(C(=O)O)C=CC(=C1)OC (2-amino-4-methoxybenzoic acid), C(CC)(=O)Cl (propionyl chloride), COC=1C=C(N)C=C(C1OC)OC (3,4,5-trimethoxyaniline). The product is COC=1C=C(C=C(C1OC)OC)NC(C1=C(C=C(C=C1)OC)NC(CC)=O)=O (N-(3′,4′,5′-trimethoxyphenyl)-2-propionamido-4-methoxybenzamide). Reaction SMILES: [NH2:1][C:2]1[CH:10]=[C:9]([O:11][CH3:12])[CH:8]=[CH:7][C:3]=1[C:4]([OH:6])=O.[C:13](Cl)(=[O:16])[CH2:14][CH3:15].[CH3:18][O:19][C:20]1[CH:21]=[C:22]([CH:24]=[C:25]([O:29][CH3:30])[C:26]=1[O:27][CH3:28])[NH2:23]>>[CH3:30][O:29][C:25]1[CH:24]=[C:22]([NH:23][C:4](=[O:6])[C:3]2[CH:7]=[CH:8][C:9]([O:11][CH3:12])=[CH:10][C:2]=2[NH:1][C:13](=[O:16])[CH2:14][CH3:15])[CH:21]=[C:20]([O:19][CH3:18])[C:26]=1[O:27][CH3:28]. Procedure details: Compound 63 is synthesized following a similar method as in Example 1 and using 2-amino-4-methoxybenzoic acid, propionyl chloride and 3,4,5-trimethoxyaniline as materials. Total yield of the two steps: 64%. Reactants: O=C1C2(C[C@H]3N(C[C@H](C(O)=O)C=C3C=3C=CC=C(N1)C32)C)O (2-oxo-3-hydroxy lysergic acid), C(C)N(C(=O)[C@H]1CN(C)[C@@H]2CC3(C(NC4=CC=CC(C2=C1)=C34)=O)O)CCC(=O)OCC (2-oxo-3-hydroxy Lysergic Acid N-ethyl N-(2-carbethoxy)ethyl Amide), Cl (HCl), [OH-].[K+] (potassium hydroxide). Run in O1CCCC1 (tetrahydrofuran), O (water). Reaction conditions: time 3 hour. Yields the product C(C)N(C(=O)[C@H]1CN(C)[C@@H]2CC3(C(NC4=CC=CC(C2=C1)=C34)=O)O)CCC(=O)O (2-oxo-3-hydroxy lysergic acid N-ethyl N-(2-carboxy)ethyl amide). As a reaction SMILES: O=C1NC2C3C1(O)C[C@@H]1C(C=3C=CC=2)=C[C@@H](C(=O)O)CN1C.[CH2:23]([N:25]([CH2:47][CH2:48][C:49]([O:51]CC)=[O:50])[C:26]([C@@H:28]1[CH:43]=[C:42]2[C@@H:32]([CH2:33][C:34]3([OH:46])[C:44]4[C:37](=[CH:38][CH:39]=[CH:40][C:41]2=4)[NH:36][C:35]3=[O:45])[N:30]([CH3:31])[CH2:29]1)=[O:27])[CH3:24].[OH-].[K+].Cl>O1CCCC1.O>[CH2:23]([N:25]([CH2:47][CH2:48][C:49]([OH:51])=[O:50])[C:26]([C@@H:28]1[CH:43]=[C:42]2[C@@H:32]([CH2:33][C:34]3([OH:46])[C:44]4[C:37](=[CH:38][CH:39]=[CH:40][C:41]2=4)[NH:36][C:35]3=[O:45])[N:30]([CH3:31])[CH2:29]1)=[O:27])[CH3:24] |f:2.3|. Reported procedure: To a mixture of 2-oxo-3-hydroxy lysergic acid Nethyl N-(2-carbethoxy)ethyl amide 7 (63.6 mg, 0.15 mmol) in 5 ml of tetrahydrofuran (THF) and 5 ml of water was added solid potassium hydroxide (12.5 mg, 0.22 mmol). The reaction was stirred at room temperature for 3 hours (h) until the reaction was complete by TLC analysis. The reaction solution was neutralised to pH 7 using 1N HCl and concentrated to dryness under reduced pressure. The residue was dissolved in a 10% methanol in chloroform mixture ...